This data is from the Open Reaction Database (ORD), a public repository of structured organic reaction records. The task is: describe an organic reaction: reactants, conditions, products, and yield Reactants: COC(OC)c1ccc(-c2nc3cc(Cc4ccccc4)ccc3o2)c(F)c1, C1CCOC1, ClCCl, Cl. Yields the product O=Cc1ccc(-c2nc3cc(Cc4ccccc4)ccc3o2)c(F)c1. Reaction SMILES: [CH2:1]([c:2]1[cH:3][cH:4][cH:5][cH:6][cH:7]1)[c:8]1[cH:9][cH:10][c:11]2[c:12]([n:13][c:14](-[c:16]3[c:17]([F:27])[cH:18][c:19]([CH:22]([O:23][CH3:26])[O:24][CH3:25])[cH:20][cH:21]3)[o:15]2)[cH:28]1.[CH2:30]1[O:31][CH2:32][CH2:33][CH2:34]1.[Cl:35][CH2:36][Cl:37].[ClH:29]>>[CH2:1]([c:2]1[cH:3][cH:4][cH:5][cH:6][cH:7]1)[c:8]1[cH:9][cH:10][c:11]2[c:12]([n:13][c:14](-[c:16]3[c:17]([F:27])[cH:18][c:19]([CH:22]=[O:23])[cH:20][cH:21]3)[o:15]2)[cH:28]1. The reactants are CC[SiH](CC)CC, CO, Nc1nc(=O)n(C2OC(CO)C(O)C2O)cc1C#CCNC(=O)C(F)(F)F, [OH-], [OH-], [Pd+2]. The product is Nc1nc(=O)n(C2OC(CO)C(O)C2O)cc1CCCNC(=O)C(F)(F)F. As a reaction SMILES: [CH2:28]([SiH:29]([CH2:30][CH3:31])[CH2:32][CH3:33])[CH3:34].[CH3:35][OH:36].[F:1][C:2]([C:3](=[O:4])[NH:5][CH2:6][C:7]#[C:8][c:9]1[c:10]([NH2:25])[n:11][c:12](=[O:24])[n:13]([CH:14]2[CH:15]([OH:16])[CH:17]([OH:18])[CH:19]([CH2:20][OH:21])[O:22]2)[cH:23]1)([F:26])[F:27].[OH-:37].[OH-:39].[Pd+2:38]>>[F:1][C:2]([C:3](=[O:4])[NH:5][CH2:6][CH2:7][CH2:8][c:9]1[c:10]([NH2:25])[n:11][c:12](=[O:24])[n:13]([CH:14]2[CH:15]([OH:16])[CH:17]([OH:18])[CH:19]([CH2:20][OH:21])[O:22]2)[cH:23]1)([F:26])[F:27]. Reactants: Cl (hydrochloric acid), [N+](=O)([O-])C1=C(C=C(C(=C1)C(F)(F)F)F)NCP(O)(=O)O (N-(2-nitro-4-trifluoromethyl-5-fluorophenyl)-aminomethanephosphonic acid), C([O-])([O-])=O.[Na+].[Na+] (sodium carbonate), C1(=CC=CC=C1)O (phenol). The solvent is O (water). The product is [N+](=O)([O-])C1=C(C=C(C(=C1)C(F)(F)F)OC1=CC=CC=C1)NCP(O)(=O)O (N-(2-nitro-4-TRIFLUOROMETHYL-5-phenoxyphenyl)-aminomethanephosphonic acid). The yield is 68.6%. Reaction SMILES: [N+:1]([C:4]1[CH:9]=[C:8]([C:10]([F:13])([F:12])[F:11])[C:7](F)=[CH:6][C:5]=1[NH:15][CH2:16][P:17]([OH:20])(=[O:19])[OH:18])([O-:3])=[O:2].C(=O)([O-])[O-].[Na+].[Na+].[C:27]1([OH:33])[CH:32]=[CH:31][CH:30]=[CH:29][CH:28]=1.Cl>O>[N+:1]([C:4]1[CH:9]=[C:8]([C:10]([F:13])([F:12])[F:11])[C:7]([O:33][C:27]2[CH:32]=[CH:31][CH:30]=[CH:29][CH:28]=2)=[CH:6][C:5]=1[NH:15][CH2:16][P:17]([OH:20])(=[O:19])[OH:18])([O-:3])=[O:2] |f:1.2.3|. Reported procedure: ) 3.18 g of N-(2-nitro-4-trifluoromethyl-5-fluorophenyl)-aminomethanephosphonic acid is stirred together with 3.18 g of sodium carbonate and 2.82 g of phenol in 40 ml of water for 4 hours at a bath temperature of 120° C. After acidification with 4N hydrochloric acid, the precipitated product is suctioned off. 2.69 g of N-(2-nitro-4-TRIFLUOROMETHYL-5-phenoxyphenyl)-aminomethanephosphonic acid is obtained. Reactants: COCCOc1cc2c(Nc3ccc4c(cnn4C(=O)OC(C)(C)C)c3)nc(-c3cccc(OCC(=O)NC(C)C)c3)nc2cc1OC, ClCCl, O=C(O)C(F)(F)F. The product is COCCOc1cc2c(Nc3ccc4[nH]ncc4c3)nc(-c3cccc(OCC(=O)NC(C)C)c3)nc2cc1OC. RXN SMILES: [CH:1]([CH3:2])([CH3:3])[NH:4][C:5]([CH2:6][O:7][c:8]1[cH:9][c:10](-[c:14]2[n:15][c:16]3[cH:17][c:18]([O:46][CH3:47])[c:19]([O:41][CH2:42][CH2:43][O:44][CH3:45])[cH:20][c:21]3[c:22]([NH:24][c:25]3[cH:26][c:27]4[cH:28][n:29][n:30]([C:34]([O:35][C:36]([CH3:37])([CH3:38])[CH3:39])=[O:40])[c:31]4[cH:32][cH:33]3)[n:23]2)[cH:11][cH:12][cH:13]1)=[O:48].[Cl:49][CH2:50][Cl:51].[F:52][C:53]([F:54])([F:55])[C:56]([OH:57])=[O:58]>>[CH:1]([CH3:2])([CH3:3])[NH:4][C:5]([CH2:6][O:7][c:8]1[cH:9][c:10](-[c:14]2[n:15][c:16]3[cH:17][c:18]([O:46][CH3:47])[c:19]([O:41][CH2:42][CH2:43][O:44][CH3:45])[cH:20][c:21]3[c:22]([NH:24][c:25]3[cH:26][c:27]4[cH:28][n:29][nH:30][c:31]4[cH:32][cH:33]3)[n:23]2)[cH:11][cH:12][cH:13]1)=[O:48]. Reactants: CC(=O)O[BH-](OC(C)=O)OC(C)=O, CO, ClCCl, COc1ccc2ncc(=O)n(CCN3CCC(N)CC3)c2c1, [Na+], O=Cc1ccc2c(n1)NC(=O)CS2. Product: COc1ccc2ncc(=O)n(CCN3CCC(NCc4ccc5c(n4)NC(=O)CS5)CC3)c2c1. RXN SMILES: [C:36]([O:37][BH-:38]([O:39][C:40](=[O:41])[CH3:42])[O:43][C:44](=[O:45])[CH3:46])(=[O:47])[CH3:48].[CH3:50][OH:51].[Cl:52][CH2:53][Cl:54].[NH2:1][CH:2]1[CH2:3][CH2:4][N:5]([CH2:8][CH2:9][n:10]2[c:11](=[O:22])[cH:12][n:13][c:14]3[cH:15][cH:16][c:17]([O:20][CH3:21])[cH:18][c:19]23)[CH2:6][CH2:7]1.[Na+:49].[O:23]=[C:24]1[NH:25][c:26]2[c:27]([cH:30][cH:31][c:32]([CH:34]=[O:35])[n:33]2)[S:28][CH2:29]1>>[NH:1]([CH:2]1[CH2:3][CH2:4][N:5]([CH2:8][CH2:9][n:10]2[c:11](=[O:22])[cH:12][n:13][c:14]3[cH:15][cH:16][c:17]([O:20][CH3:21])[cH:18][c:19]23)[CH2:6][CH2:7]1)[CH2:34][c:32]1[cH:31][cH:30][c:27]2[c:26]([n:33]1)[NH:25][C:24](=[O:23])[CH2:29][S:28]2. Starting materials: bis(trifluoro-methanesulfonate), C=1C=CC(=CC1)P(C=2C=CC=CC2)C3=CC=C4C=CC=CC4=C3C5=C6C=CC=CC6=CC=C5P(C=7C=CC=CC7)C=8C=CC=CC8 (BINAP), C=1(C(=CC=C2C=CC=CC12)O)C1=CC=CC2=CC=CC=C12 (binaphthol). The product is C=1C=CC(=CC1)P(C=2C=CC=CC2)C3=CC=C4C=CC=CC4=C3C5=C6C=CC=CC6=CC=C5P(C=7C=CC=CC7)C=8C=CC=CC8 (BINAP), nickel-catalysed, C1(=CC=CC=C1)PC1=CC=CC=C1 (diphenylphosphine). RXN SMILES: [CH:1]1[CH:2]=[CH:3][C:4]([P:7]([C:14]2[C:23]([C:24]3[C:33]([P:34]([C:41]4[CH:42]=[CH:43][CH:44]=[CH:45][CH:46]=4)[C:35]4[CH:36]=[CH:37][CH:38]=[CH:39][CH:40]=4)=[CH:32][CH:31]=[C:30]4[C:25]=3[CH:26]=[CH:27][CH:28]=[CH:29]4)=[C:22]3[C:17]([CH:18]=[CH:19][CH:20]=[CH:21]3)=[CH:16][CH:15]=2)[C:8]2[CH:9]=[CH:10][CH:11]=[CH:12][CH:13]=2)=[CH:5][CH:6]=1.C1(C2C3C(=CC=CC=3)C=CC=2)C(O)=CC=C2C=1C=CC=C2>>[CH:38]1[CH:37]=[CH:36][C:35]([P:34]([C:33]2[C:24]([C:23]3[C:14]([P:7]([C:4]4[CH:3]=[CH:2][CH:1]=[CH:6][CH:5]=4)[C:8]4[CH:13]=[CH:12][CH:11]=[CH:10][CH:9]=4)=[CH:15][CH:16]=[C:17]4[C:22]=3[CH:21]=[CH:20][CH:19]=[CH:18]4)=[C:25]3[C:30]([CH:29]=[CH:28][CH:27]=[CH:26]3)=[CH:31][CH:32]=2)[C:41]2[CH:42]=[CH:43][CH:44]=[CH:45][CH:46]=2)=[CH:40][CH:39]=1.[C:8]1([PH:7][C:4]2[CH:3]=[CH:2][CH:1]=[CH:6][CH:5]=2)[CH:13]=[CH:12][CH:11]=[CH:10][CH:9]=1. Procedure details: U.S. Pat. No. 5,399,771 discloses a process for preparing BINAP starting from enantiomerically pure binaphthol which is firstly converted into the corresponding bis(trifluoro-methanesulfonate). BINAP is subsequently obtained by nickel-catalysed coupling with diphenylphosphine. Disadvantages of this process are the high price and the difficulty of industrial handling of the sensitive and extremely aggressive trifluoromethanesulfonic anhydride in the preparation of binaphthol bis(trifluoromethane-...